Dataset: the Open Reaction Database (ORD), a public repository of structured organic reaction records. Task: describe an organic reaction: reactants, conditions, products, and yield Reactants: [BH4-].[Na+] (NaBH4), COC1=CC(=C(C=C1)C#CC(C)C)[N+](=O)[O-] (4-methoxy-1-(3-methylbut-1-ynyl)-2-nitrobenzene), COC1=CC(=C(C=C1)C#CC(C)C)[N+](=O)[O-] (4-methoxy-1-(3-methylbut-1-ynyl)-2-nitrobenzene), Cl[Sn]Cl (SnCl2). Run in C1CCOC1 (THF), CCO (EtOH). Reaction conditions: temperature 0 celsius, time 3.5 hour. Yields the product COC=1C=CC(=C(N)C1)C#CC(C)C (5-Methoxy-2-(3-methylbut-1-ynyl)aniline). RXN SMILES: [CH3:1][O:2][C:3]1[CH:8]=[CH:7][C:6]([C:9]#[C:10][CH:11]([CH3:13])[CH3:12])=[C:5]([N+:14]([O-])=O)[CH:4]=1.Cl[Sn]Cl.[BH4-].[Na+]>C1COCC1.CCO>[CH3:1][O:2][C:3]1[CH:8]=[CH:7][C:6]([C:9]#[C:10][CH:11]([CH3:13])[CH3:12])=[C:5]([CH:4]=1)[NH2:14] |f:2.3|. Reported procedure: To a solution of 4-methoxy-1-(3-methylbut-1-ynyl)-2-nitrobenzene (Compound 134, 2.97 g, 13.6 mmol) in THF (45 ml) and EtOH (15 ml) at 0° C. was added SnCl2 (12.9 g, 68 mmol), followed by NaBH4 (3.1 g, 81.6 mmol) in three equal portions with one hour between each addition. The reaction was stirred at 0° C. for a total of 3.5 h and was quenched with aqueous ammonia, filtered through a pad of Celite, extracted with EtOAc (×3). The combined organic layer was washed with brine, dried over Na2SO4, and... The reactants are BrC1=CC=C2C(=C(C=NC2=C1)[N+](=O)[O-])Cl (7-bromo-4-chloro-3-nitroquinoline), O1CCC(CC1)CN (C-(tetrahydropyran-4-yl)methylamine). Yields the product BrC1=CC=C2C(=C(C=NC2=C1)[N+](=O)[O-])NCC1CCOCC1 ((7-bromo-3-nitroquinolin-4-yl)(tetrahydropyran-4-ylmethyl)amine). The yield is 94.3%. RXN SMILES: [Br:1][C:2]1[CH:11]=[C:10]2[C:5]([C:6](Cl)=[C:7]([N+:12]([O-:14])=[O:13])[CH:8]=[N:9]2)=[CH:4][CH:3]=1.[O:16]1[CH2:21][CH2:20][CH:19]([CH2:22][NH2:23])[CH2:18][CH2:17]1>>[Br:1][C:2]1[CH:11]=[C:10]2[C:5]([C:6]([NH:23][CH2:22][CH:19]3[CH2:20][CH2:21][O:16][CH2:17][CH2:18]3)=[C:7]([N+:12]([O-:14])=[O:13])[CH:8]=[N:9]2)=[CH:4][CH:3]=1. Reported procedure: The method described in Part E of Examples 431–436 was used to treat 7-bromo-4-chloro-3-nitroquinoline (12.43 g, 43.45 mmol) with C-(tetrahydropyran-4-yl)methylamine (10 g, 87 mmol) to provide 15.0 g of (7-bromo-3-nitroquinolin-4-yl)(tetrahydropyran-4-ylmethyl)amine as a bright yellow solid. The reactants are C=C(C)CC1(c2ccccc2)CCCN(C(C)c2ccc(Br)cc2)C(=O)N1, CC(C)O, ClCCl, [Co], [SiH3]c1ccccc1. The product is CC(c1ccc(Br)cc1)N1CCCC(CC(C)(C)O)(c2ccccc2)NC1=O. As a reaction SMILES: [Br:1][c:2]1[cH:3][cH:4][c:5]([CH:8]([CH3:9])[N:10]2[C:11](=[O:27])[NH:12][C:13]([c:17]3[cH:18][cH:19][cH:20][cH:21][cH:22]3)([CH2:23][C:24](=[CH2:25])[CH3:26])[CH2:14][CH2:15][CH2:16]2)[cH:6][cH:7]1.[CH:35]([CH3:36])([CH3:37])[OH:38].[Cl:39][CH2:40][Cl:41].[Co:42].[c:28]1([SiH3:29])[cH:30][cH:31][cH:32][cH:33][cH:34]1>>[Br:1][c:2]1[cH:3][cH:4][c:5]([CH:8]([CH3:9])[N:10]2[C:11](=[O:27])[NH:12][C:13]([c:17]3[cH:18][cH:19][cH:20][cH:21][cH:22]3)([CH2:23][C:24]([CH3:25])([CH3:26])[OH:38])[CH2:14][CH2:15][CH2:16]2)[cH:6][cH:7]1.